Task: describe an organic reaction: reactants, conditions, products, and yield. Dataset: the Open Reaction Database (ORD), a public repository of structured organic reaction records Starting materials: C(C)OC(NC1=CC(=C(C=C1)N)N)=O ((3,4-diamino-phenyl)-carbamic acid ethyl ester), CO (MeOH), ClC1=C(C=O)C=CC=C1 (2-chloro-benzaldehyde), FeCl3. Solvent: CS(=O)C (DMSO). Reaction conditions: time 8 hour. The product is C(C)OC(NC1=CC2=C(N=C(N2)C2=C(C=CC=C2)Cl)C=C1)=O ([2-(2-chloro-phenyl)-3H-benzoimidazol-5-yl]-carbamic acid ethyl ester). RXN SMILES: [CH2:1]([O:3][C:4](=[O:14])[NH:5][C:6]1[CH:11]=[CH:10][C:9]([NH2:12])=[C:8]([NH2:13])[CH:7]=1)[CH3:2].[Cl:15][C:16]1[CH:23]=[CH:22][CH:21]=[CH:20][C:17]=1[CH:18]=O.CO>CS(C)=O>[CH2:1]([O:3][C:4](=[O:14])[NH:5][C:6]1[CH:11]=[CH:10][C:9]2[N:12]=[C:18]([C:17]3[CH:20]=[CH:21][CH:22]=[CH:23][C:16]=3[Cl:15])[NH:13][C:8]=2[CH:7]=1)[CH3:2]. Procedure details: A freshly prepared solution of (3,4-diamino-phenyl)-carbamic acid ethyl ester in DMSO (0.2 M, 0.10 mL) was placed in a vial. To it was added 2-chloro-benzaldehyde (0.2 M in toluene, 0.12 mL), followed by FeCl3 (0.02 M in THF, 0.050 mL). The mixture was stirred in open air at ambient temperature overnight. The mixture was then diluted by MeOH and the whole was loaded onto a solid phase extraction (SPE) cartridge that contained strong cation exchange (SCX) (1 g media in 6 mL cartridge, United Chem... The reactants are FC(OC=1C=C2C=3CC(CCC3NC2=CC1)C(=O)O)(F)F (6-(trifluoromethoxy)-2,3,4,9-tetrahydro-1H-carbazole-3-carboxylic acid), C(=O)(N1C=NC=C1)N1C=NC=C1 (carbonyldiimidazole). Run in O1CCCC1 (tetrahydrofuran). Conditions: time 5 hour. Product: FC(OC=1C=C2C=3CC(CCC3NC2=CC1)C(=O)N)(F)F (6-(Trifluoromethoxy)-2,3,4,9-tetrahydro-1H-carbazole-3-carboxamide). Yield: 77.6%. Reaction SMILES: [F:1][C:2]([F:21])([F:20])[O:3][C:4]1[CH:5]=[C:6]2[C:14](=[CH:15][CH:16]=1)[NH:13][C:12]1[CH2:11][CH2:10][CH:9]([C:17](O)=[O:18])[CH2:8][C:7]2=1.C(N1C=CN=C1)([N:24]1C=CN=C1)=O>O1CCCC1>[F:1][C:2]([F:21])([F:20])[O:3][C:4]1[CH:5]=[C:6]2[C:14](=[CH:15][CH:16]=1)[NH:13][C:12]1[CH2:11][CH2:10][CH:9]([C:17]([NH2:24])=[O:18])[CH2:8][C:7]2=1. Procedure details: A stirred solution of 6-(trifluoromethoxy)-2,3,4,9-tetrahydro-1H-carbazole-3-carboxylic acid of Step 2 (1.722 g, 5.75 mmol) in anhydrous tetrahydrofuran (37 mL) was treated under nitrogen with carbonyldiimidazole (1.37 g, 8.61 mmol). The yellow solution was stirred at room temperature for 5 hours and then anhydrous ammonia was bubbled through the solution for 30 minutes. The suspension was diluted with ethyl acetate and the organic phase was washed with 1:1 water/saturated aqueous sodium bicarbo... The reactants are C=CC(C)=O, CCO, CN1CCC(=C2c3ccccc3CSc3ccccc32)CC1, c1ccc2c(c1)CSc1ccccc1C2=C1CCNCC1. Product: CC(=O)CCN1CCC(=C2c3ccccc3CSc3ccccc32)CC1. As a reaction SMILES: [CH3:1][C:2](=[O:3])[CH:4]=[CH2:5].[CH3:49][CH2:50][OH:51].[cH:27]1[c:28]2[c:45]([cH:46][cH:47][cH:48]1)[S:44][CH2:43][c:42]1[c:37]([cH:38][cH:39][cH:40][cH:41]1)[C:29]2=[C:30]1[CH2:31][CH2:32][N:33]([CH3:34])[CH2:35][CH2:36]1.[cH:6]1[cH:7][cH:8][cH:9][c:10]2[c:16]1[C:15](=[C:17]1[CH2:18][CH2:19][NH:20][CH2:21][CH2:22]1)[c:14]1[c:13]([cH:26][cH:25][cH:24][cH:23]1)[CH2:12][S:11]2>>[CH3:1][C:2](=[O:3])[CH2:4][CH2:5][N:20]1[CH2:19][CH2:18][C:17](=[C:15]2[c:14]3[c:13]([cH:26][cH:25][cH:24][cH:23]3)[CH2:12][S:11][c:10]3[cH:9][cH:8][cH:7][cH:6][c:16]32)[CH2:22][CH2:21]1. The reactants are C1CCOC1, CC(CCCBr)N(c1cc(Cl)ccc1F)S(=O)(=O)c1ccc(Cl)cc1, [N-]=[N+]=[N-], [Na+], O. The product is CC(CCCN=[N+]=[N-])N(c1cc(Cl)ccc1F)S(=O)(=O)c1ccc(Cl)cc1. As a reaction SMILES: [CH2:30]1[O:31][CH2:32][CH2:33][CH2:34]1.[Cl:1][c:2]1[cH:3][cH:4][c:5]([S:8](=[O:9])(=[O:10])[N:11]([CH:12]([CH2:13][CH2:14][CH2:15][Br:16])[CH3:17])[c:18]2[c:19]([F:25])[cH:20][cH:21][c:22]([Cl:24])[cH:23]2)[cH:6][cH:7]1.[N-:27]=[N+:28]=[N-:29].[Na+:26].[OH2:35]>>[Cl:1][c:2]1[cH:3][cH:4][c:5]([S:8](=[O:9])(=[O:10])[N:11]([CH:12]([CH2:13][CH2:14][CH2:15][N:27]=[N+:28]=[N-:29])[CH3:17])[c:18]2[c:19]([F:25])[cH:20][cH:21][c:22]([Cl:24])[cH:23]2)[cH:6][cH:7]1. Starting materials: BrC1=CC=C(C=C1)C(CC(=O)C=1C=NC(=CC1)OC)CC(C)C (3-(4-bromo-phenyl)-1-(6-methoxy-pyridin-3-yl)-5-methyl-hexan-1-one), Cl (HCl). Solvent: O1CCOCC1 (1,4-dioxane). Product: BrC1=CC=C(C=C1)C(CC(=O)C=1C=CC(NC1)=O)CC(C)C (5-[3-(4-Bromo-phenyl)-5-methyl-hexanoyl]-1H-pyridin-2-one). Reaction SMILES: [Br:1][C:2]1[CH:7]=[CH:6][C:5]([CH:8]([CH2:20][CH:21]([CH3:23])[CH3:22])[CH2:9][C:10]([C:12]2[CH:13]=[N:14][C:15]([O:18]C)=[CH:16][CH:17]=2)=[O:11])=[CH:4][CH:3]=1.Cl>O1CCOCC1>[Br:1][C:2]1[CH:3]=[CH:4][C:5]([CH:8]([CH2:20][CH:21]([CH3:23])[CH3:22])[CH2:9][C:10]([C:12]2[CH:17]=[CH:16][C:15](=[O:18])[NH:14][CH:13]=2)=[O:11])=[CH:6][CH:7]=1. Reported procedure: In analogy to example 162, step 2, 3-(4-bromo-phenyl)-1-(6-methoxy-pyridin-3-yl)-5-methyl-hexan-1-one was reacted with concentrated aqueous HCl in 1,4-dioxane to give the title compound as a colorless oil, MS (ESI+): m/z=362.1 [M+H]+.